Task: describe an organic reaction: reactants, conditions, products, and yield. Dataset: the Open Reaction Database (ORD), a public repository of structured organic reaction records Starting materials: CN1C(C=C(C=C1)CCC(=O)OCC)=O (ethyl β-(N-methyl-2-oxo-4-pyridyl)propionate), C(=O)OCC (ethyl formate), [H-].[Na+] (sodium hydride). Run in oil, C(OC)COC (dimethoxyethane). Conditions: temperature -5 celsius, time 3 day. Yields the product C(=O)C(C(=O)OCC)CC1=CC(N(C=C1)C)=O (ethyl α-formyl-β-(N-methyl-2-oxo-4-pyridyl)propionate). Yield: 51.7%. RXN SMILES: [H-].[Na+].[CH3:3][N:4]1[CH:9]=[CH:8][C:7]([CH2:10][CH2:11][C:12]([O:14][CH2:15][CH3:16])=[O:13])=[CH:6][C:5]1=[O:17].[CH:18](OCC)=[O:19]>C(COC)OC>[CH:18]([CH:11]([CH2:10][C:7]1[CH:8]=[CH:9][N:4]([CH3:3])[C:5](=[O:17])[CH:6]=1)[C:12]([O:14][CH2:15][CH3:16])=[O:13])=[O:19] |f:0.1|. Procedure details: To a stirred suspension of 57% sodium hydride in oil (6.55 g) in dimethoxyethane (40 ml) at -5° C., was added dropwise over 40 minutes a mixture of ethyl β-(N-methyl-2-oxo-4-pyridyl)propionate (26.05 g) and ethyl formate (13.83 g) whilst maintaining the reaction temperature at -5° C. The temperature of the reaction mixture was slowly allowed to rise to ambient at which temperature it was stood for three days. The reaction mixture was poured on to ice, extracted with diethyl ether (3×100 ml) and ... The reactants are [N+](=O)([O-])C1=CC=C(C=2CCCCC12)N=C1NC2(CS1)CCCC2 (2-(4-nitro-5,6,7,8-tetrahydro-1-naphthylimino)-3-thia-1-azaspiro[4.4]nonane), C(C(C)C)Br (isobutyl bromide). Yields the product C(C(C)C)N1C(SCC12CCCC2)=NC2=CC=C(C=1CCCCC21)[N+](=O)[O-] (1-isobutyl-2-(4-nitro-5,6,7,8-tetrahydro-1-naphthylimino)-3-thia-1-azaspiro[4.4]nonane). Reaction SMILES: [N+:1]([C:4]1[C:13]2[CH2:12][CH2:11][CH2:10][CH2:9][C:8]=2[C:7]([N:14]=[C:15]2[S:19][CH2:18][C:17]3([CH2:23][CH2:22][CH2:21][CH2:20]3)[NH:16]2)=[CH:6][CH:5]=1)([O-:3])=[O:2].[CH2:24](Br)[CH:25]([CH3:27])[CH3:26]>>[CH2:24]([N:16]1[C:17]2([CH2:23][CH2:22][CH2:21][CH2:20]2)[CH2:18][S:19][C:15]1=[N:14][C:7]1[C:8]2[CH2:9][CH2:10][CH2:11][CH2:12][C:13]=2[C:4]([N+:1]([O-:3])=[O:2])=[CH:5][CH:6]=1)[CH:25]([CH3:27])[CH3:26]. Procedure details: 1-Amino-5,6,7,8-tetrahydronaphthaline was converted to 1-acetamino-5,6,7,8-tetrahydronaphthaline according to Method A2a, Step 1. The acetanilide was converted to 1-acetamino-4-nitro-5,6,7,8-tetrahydronaphthaline according according to Method A2a, Step 2. The acetanilide was deprotected according to Method A2a, Step 3 to give 1-amino-4-nitro-5,6,7,8-tetrahydronaphthaline. The aniline was converted to 4-nitro-5,6,7,8-tetrahydro-1-naphthyl isothiocyanate according to Method A2a, Step 3. 1-Amino-1-... Starting materials: C1CCOC1, ClCCl, O=[Cr](=O)([O-])O[Cr](=O)(=O)[O-], O=C(O)C(CCCCO)N1C(=O)c2ccccc2C1=O, c1ccncc1, c1cc[nH+]cc1, c1cc[nH+]cc1. Product: O=CCCCC(C(=O)O)N1C(=O)c2ccccc2C1=O. RXN SMILES: [CH2:42]1[O:43][CH2:44][CH2:45][CH2:46]1.[Cl:47][CH2:48][Cl:49].[Cr:21]([O:22][Cr:23]([O-:24])(=[O:25])=[O:26])([O-:27])(=[O:28])=[O:29].[OH:1][CH2:2][CH2:3][CH2:4][CH2:5][CH:6]([C:7](=[O:8])[OH:9])[N:10]1[C:11](=[O:20])[c:12]2[c:13]([cH:16][cH:17][cH:18][cH:19]2)[C:14]1=[O:15].[cH:50]1[cH:51][cH:52][n:53][cH:54][cH:55]1.[nH+:30]1[cH:31][cH:32][cH:33][cH:34][cH:35]1.[nH+:36]1[cH:37][cH:38][cH:39][cH:40][cH:41]1>>[O:1]=[CH:2][CH2:3][CH2:4][CH2:5][CH:6]([C:7](=[O:8])[OH:9])[N:10]1[C:11](=[O:20])[c:12]2[c:13]([cH:16][cH:17][cH:18][cH:19]2)[C:14]1=[O:15]. Starting materials: CN, Cc1ccc(C(=O)NC2CC2)cc1-n1ccnc(NC2(c3ccccc3OCC3CO3)CC2)c1=O. Yields the product CNCC(O)COc1ccccc1C1(Nc2nccn(-c3cc(C(=O)NC4CC4)ccc3C)c2=O)CC1. As a reaction SMILES: [CH3:36][NH2:37].[CH:1]1([NH:4][C:5]([c:6]2[cH:7][c:8](-[n:13]3[c:14](=[O:34])[c:15]([NH:19][C:20]4([c:23]5[c:24]([O:29][CH2:30][CH:31]6[O:32][CH2:33]6)[cH:25][cH:26][cH:27][cH:28]5)[CH2:21][CH2:22]4)[n:16][cH:17][cH:18]3)[c:9]([CH3:12])[cH:10][cH:11]2)=[O:35])[CH2:2][CH2:3]1>>[CH:1]1([NH:4][C:5]([c:6]2[cH:7][c:8](-[n:13]3[c:14](=[O:34])[c:15]([NH:19][C:20]4([c:23]5[c:24]([O:29][CH2:30][CH:31]([OH:32])[CH2:33][NH:37][CH3:36])[cH:25][cH:26][cH:27][cH:28]5)[CH2:21][CH2:22]4)[n:16][cH:17][cH:18]3)[c:9]([CH3:12])[cH:10][cH:11]2)=[O:35])[CH2:2][CH2:3]1. Reactants: ClC1=NC=C(C=C1)C(F)(F)F (2-chloro-5-trifluoromethylpyridine), C(C)N (ethylamine), CN1CCCC1=O (NMP). Run in O (water). Reaction conditions: temperature 70 celsius. Yields the product C(C)NC1=NC=C(C=C1)C(F)(F)F (N-ethyl-(5-trifluoromethylpyridin-2-yl)-amine). Reaction SMILES: Cl[C:2]1[CH:7]=[CH:6][C:5]([C:8]([F:11])([F:10])[F:9])=[CH:4][N:3]=1.[CH2:12]([NH2:14])[CH3:13].CN1C(=O)CCC1>O>[CH2:12]([NH:14][C:2]1[CH:7]=[CH:6][C:5]([C:8]([F:11])([F:10])[F:9])=[CH:4][N:3]=1)[CH3:13]. Procedure details: A mixture of 2-chloro-5-trifluoromethylpyridine (12 g), 70% of aqueous ethylamine solution (16 ml), and NMP (7 ml) was stirred with heating at 70° C. for 1 day. Into the reaction mixture cooled to room temperature, water was poured, and then the precipitated solid was collected by filtration. The obtained solid was washed with water, and dried to give 6.3 g of N-ethyl-(5-trifluoromethylpyridin-2-yl)-amine. Starting materials: [Br-].FCC[N+]1=CN2C(NCCC2=C1)=O (2-(2-Fluoro-ethyl)-5-oxo-5,6,7,8-tetrahydro-imidazo[1,5-c]pyrimidin-2-ium bromide), Cl (HCl). Product: Cl.Cl.FCCN1C=NC(=C1)CCN (2-[1-(2-Fluoro-ethyl)-1H-imidazol-4-yl]-ethylamine dihydrochloride). As a reaction SMILES: [Br-].[F:2][CH2:3][CH2:4][N+:5]1[CH:13]=[C:12]2[N:7](C(=O)[NH:9][CH2:10][CH2:11]2)[CH:6]=1.[ClH:15]>>[ClH:15].[ClH:15].[F:2][CH2:3][CH2:4][N:5]1[CH:13]=[C:12]([CH2:11][CH2:10][NH2:9])[N:7]=[CH:6]1 |f:0.1,3.4.5|. Procedure details: A solution of 2-(2-Fluoro-ethyl)-5-oxo-5,6,7,8-tetrahydro-imidazo[1,5-c]pyrimidin-2-ium bromide (0.64 g, 2.42 mmol) in aqueous 6 M HCl, was heated at 130° C. for 60 hours and the solvent evaporated to yield the titled product. As a reaction SMILES: [CH3:1][SiH:2]([O:5][CH3:6])[O:3][CH3:4].C1(C)C=CC=CC=1.C(O)(=O)C.[CH3:18][SiH:19]([CH3:28])[C:20]1[CH:27]=[CH:26][C:23]([CH:24]=[CH2:25])=[CH:22][CH:21]=1>[H+].[H+].Cl[Pt-2](Cl)(Cl)(Cl)(Cl)Cl.C(O)(C)C>[CH3:28][SiH:19]([CH3:18])[C:20]1[CH:27]=[CH:26][C:23]([CH2:24][CH2:25][CH2:1][SiH:2]([O:5][CH3:6])[O:3][CH3:4])=[CH:22][CH:21]=1 |f:4.5.6|. Run in C(C)(C)O (isopropyl alcohol). The product is C[SiH](C1=CC=C(CCC[SiH](OC)OC)C=C1)C ((4-(dimethylsilyl) phenethyl)methyldimethoxysilane). Reported procedure: 325 mg Of 4-imethylsilylstyrene, 212 mg of methyldimethoxysilane, and 83 mg of toluene were placed in a glass reaction vessel and 0.005 ml of acetic acid was added. Next, 0.001 ml of an isopropyl alcohol solution of chloroplatinic acid (platinum content: 0.39 Wt. %) was added to this mixture. The reaction tube was sealed with Teflon tape and heated for 0.5 hours in an oil bath at 50° C. When the contents were analyzed by GC-MS following cooling, the conversion rate of 4-dimethylsilylstyrene was ... Yield: 4.9%. Reagents/catalysts: [H+].[H+].Cl[Pt-2](Cl)(Cl)(Cl)(Cl)Cl (chloroplatinic acid). Conditions: temperature 50 celsius. Reactants: C[SiH](OC)OC (methyldimethoxysilane), C1(=CC=CC=C1)C (toluene), C(C)(=O)O (acetic acid), Teflon, C[SiH](C1=CC=C(C=C)C=C1)C (4-dimethylsilylstyrene). Reactants: O.ON1N=NC2=C1C=CC=C2 (1-hydroxybenzotriazole hydrate), C1(CC1)N (cyclopropylamine), Cl.C(C)N=C=NCCCN(C)C (1-ethyl-3-(3′-dimethylaminopropyl)carbodiimide hydrochloride), C(C1=CC=CC=C1)OC(=O)N1C[C@H]([C@@H](C1)O)C(=O)O ((3R,4S)-1-benzyloxycarbonyl-4-hydroxypyrrolidine-3-carboxylic acid). Solvent: O1CCCC1 (tetrahydrofuran). Product: C1(CC1)NC(=O)[C@@H]1CN(C[C@H]1O)C(=O)OCC1=CC=CC=C1 (benzyl (3R,4S)-3-(N-cyclopropyl)carbamoyl-4-hydroxypyrrolidine-1-carboxylate). Yield: 48.9%. RXN SMILES: O.ON1C2C=CC=CC=2N=N1.[CH:12]1([NH2:15])[CH2:14][CH2:13]1.Cl.C(N=C=NCCCN(C)C)C.[CH2:28]([O:35][C:36]([N:38]1[CH2:42][C@@H:41]([OH:43])[C@H:40]([C:44](O)=[O:45])[CH2:39]1)=[O:37])[C:29]1[CH:34]=[CH:33][CH:32]=[CH:31][CH:30]=1>O1CCCC1>[CH:12]1([NH:15][C:44]([C@H:40]2[C@H:41]([OH:43])[CH2:42][N:38]([C:36]([O:35][CH2:28][C:29]3[CH:34]=[CH:33][CH:32]=[CH:31][CH:30]=3)=[O:37])[CH2:39]2)=[O:45])[CH2:14][CH2:13]1 |f:0.1,3.4|. Procedure details: 17.9 g of 1-hydroxybenzotriazole hydrate (117 mmol), 16.9 mL of cyclopropylamine (244 mmol) and 22.4 g of 1-ethyl-3-(3′-dimethylaminopropyl)carbodiimide hydrochloride (117 mmol) were successively added to a solution of (3R,4S)-1-benzyloxycarbonyl-4-hydroxypyrrolidine-3-carboxylic acid (25.9 g, 97.5 mmol) in 259 mL of dehydrated tetrahydrofuran under stirring at room temperature. The mixture was further stirred at room temperature for 5 hours. Subsequently, the reaction mixture was concentrated u... The reactants are N1(C=NC2=C1C=CC=C2)[B-](N2C=NC1=C2C=CC=C1)(N1C=NC2=C1C=CC=C2)N2C=NC1=C2C=CC=C1.[Na+] (sodium tetrakis(1-benzimidazolyl)borate). Reagents/catalysts: [Br-].C(CCC)[N+](CCCC)(CCCC)CCCC (tetrabutylammonium bromide). Run in O (water), O (water). Conditions: time 2 hour. The product is N1(C=NC2=C1C=CC=C2)[B-](N2C=NC1=C2C=CC=C1)(N1C=NC2=C1C=CC=C2)N2C=NC1=C2C=CC=C1.C(CCC)[N+](CCCC)(CCCC)CCCC (Tetrabutylammonium Tetrakis(1-Benzimidazolyl)Borate). Isolated yield 173.5%. As a reaction SMILES: [N:1]1([B-:10]([N:29]2[C:33]3[CH:34]=[CH:35][CH:36]=[CH:37][C:32]=3[N:31]=[CH:30]2)([N:20]2[C:24]3[CH:25]=[CH:26][CH:27]=[CH:28][C:23]=3[N:22]=[CH:21]2)[N:11]2[C:15]3[CH:16]=[CH:17][CH:18]=[CH:19][C:14]=3[N:13]=[CH:12]2)[C:5]2[CH:6]=[CH:7][CH:8]=[CH:9][C:4]=2[N:3]=[CH:2]1.[Na+]>[Br-].C([N+](CCCC)(CCCC)CCCC)CCC.O>[N:1]1([B-:10]([N:20]2[C:24]3[CH:25]=[CH:26][CH:27]=[CH:28][C:23]=3[N:22]=[CH:21]2)([N:11]2[C:15]3[CH:16]=[CH:17][CH:18]=[CH:19][C:14]=3[N:13]=[CH:12]2)[N:29]2[C:33]3[CH:34]=[CH:35][CH:36]=[CH:37][C:32]=3[N:31]=[CH:30]2)[C:5]2[CH:6]=[CH:7][CH:8]=[CH:9][C:4]=2[N:3]=[CH:2]1.[CH2:19]([N+:31]([CH2:30][CH2:24][CH2:23][CH3:28])([CH2:32][CH2:37][CH2:36][CH3:35])[CH2:9][CH2:4][CH2:5][CH3:6])[CH2:14][CH2:15][CH3:16] |f:0.1,2.3,5.6|. Procedure: To a stirred solution of tetrabutylammonium bromide (3.22 g, 10 mmole) in water (25 ml) is added in one portion a solution of sodium tetrakis(1-benzimidazolyl)borate (4.77 g, 10 mmole) in water (40 ml). The mixture is stirred at room temperature for two hours then extracted with methylene chloride (250 ml). The organic layer is dried over anhydrous sodium sulfate and concentrated to obtain pure product (6.26 g, 90%). Reactants: BrCC(C(C(=O)OC)=NOC)=O (methyl 4-bromo-3-oxo-2-methoxyiminobutyrate), O.O.O.C(C)(=O)[O-].[Na+] (sodium acetate trihydrate), NC(=S)N (thiourea), aqueous solution, C(O)([O-])=O.[Na+] (sodium hydrogen carbonate). The solvent is O1CCCC1 (tetrahydrofuran), O (water). Run at time 18 hour. The product is NC=1SC=C(N1)C(C(=O)OC)=NOC (methyl 2-(2-aminothiazol-4-yl)-2-methoxyiminoacetate). The yield is 52.7%. Reaction SMILES: Br[CH2:2][C:3](=O)[C:4](=[N:9][O:10][CH3:11])[C:5]([O:7][CH3:8])=[O:6].O.O.O.C([O-])(=O)C.[Na+].[NH2:21][C:22]([NH2:24])=[S:23].C(=O)([O-])O.[Na+]>O1CCCC1.O>[NH2:24][C:22]1[S:23][CH:2]=[C:3]([C:4](=[N:9][O:10][CH3:11])[C:5]([O:7][CH3:8])=[O:6])[N:21]=1 |f:1.2.3.4.5,7.8|. Reported procedure: In 350 ml of tetrahydrofuran is dissolved 52 g of methyl 4-bromo-3-oxo-2-methoxyiminobutyrate, followed by addition of 250 ml of water. Then, 89.1 g of sodium acetate trihydrate and 33.2 g of thiourea are added and the mixture is reacted with stirring at room temperature for 18 hours. To this reaction mixture is added 200 ml of a 5% aqueous solution of sodium hydrogen carbonate and the mixture is extracted with ethyl acetate. The organic layer is washed with water, dried and distilled under redu...